From a dataset of the Open Reaction Database (ORD), a public repository of structured organic reaction records. describe an organic reaction: reactants, conditions, products, and yield Yields the product N#Cc1c(NCCCCc2ccccc2)nc(N)nc1-c1ccco1. Starting materials: COCCOC, CS(=O)(=O)c1nc(N)nc(-c2ccco2)c1C#N, NCCCCc1ccccc1. Reaction SMILES: [CH3:30][O:31][CH2:32][CH2:33][O:34][CH3:35].[NH2:1][c:2]1[n:3][c:4]([S:15]([CH3:16])(=[O:17])=[O:18])[c:5]([C:13]#[N:14])[c:6](-[c:8]2[o:9][cH:10][cH:11][cH:12]2)[n:7]1.[c:19]1([CH2:25][CH2:26][CH2:27][CH2:28][NH2:29])[cH:20][cH:21][cH:22][cH:23][cH:24]1>>[NH2:1][c:2]1[n:3][c:4]([NH:29][CH2:28][CH2:27][CH2:26][CH2:25][c:19]2[cH:20][cH:21][cH:22][cH:23][cH:24]2)[c:5]([C:13]#[N:14])[c:6](-[c:8]2[o:9][cH:10][cH:11][cH:12]2)[n:7]1.